This data is from the Open Reaction Database (ORD), a public repository of structured organic reaction records. The task is: describe an organic reaction: reactants, conditions, products, and yield Reactants: COC=1C=C(C=C(C1OC)OC)C(CS)S (1-(3,4,5-trimethoxyphenyl)-1,2-ethanedithiol), C(#N)C=1C(=C(C=C(C=O)C1)OC)OC (5-cyano-3,4-dimethoxybenzaldehyde), C1(=CC=C(C=C1)S(=O)(=O)[O-])C.[NH+]1=CC=CC=C1 (pyridinium para-toluenesulfonate), C1=CC=CC=C1 (benzene). Solvent: C1=CC=CC=C1.O (benzene water). Yields the product C(#N)C=1C(=C(C=C(C1)[C@@H]1SC[C@H](S1)C1=CC(=C(C(=C1)OC)OC)OC)OC)OC (trans 2-(5-cyano-3,4-dimethoxyphenyl)-4-(3,4,5-trimethoxyphenyl)-1,3-dithiolane). RXN SMILES: [CH3:1][O:2][C:3]1[CH:4]=[C:5]([CH:13]([SH:16])[CH2:14][SH:15])[CH:6]=[C:7]([O:11][CH3:12])[C:8]=1[O:9][CH3:10].[C:17]([C:19]1[C:20]([O:29][CH3:30])=[C:21]([O:27][CH3:28])[CH:22]=[C:23]([CH:26]=1)[CH:24]=O)#[N:18].C1(C)C=CC(S([O-])(=O)=O)=CC=1.[NH+]1C=CC=CC=1.C1C=CC=CC=1>C1C=CC=CC=1.O>[C:17]([C:19]1[C:20]([O:29][CH3:30])=[C:21]([O:27][CH3:28])[CH:22]=[C:23]([C@H:24]2[S:16][C@H:13]([C:5]3[CH:6]=[C:7]([O:11][CH3:12])[C:8]([O:9][CH3:10])=[C:3]([O:2][CH3:1])[CH:4]=3)[CH2:14][S:15]2)[CH:26]=1)#[N:18] |f:2.3,5.6|. Procedure details: 1-(3,4,5-trimethoxyphenyl)-1,2-ethanedithiol (2.36 g, 9.09 mmole), 5-cyano-3,4-dimethoxybenzaldehyde (49) (1.50 g, 7.85 mmole) and 0.788 g of pyridinium para-toluenesulfonate was added to 50 ml dry benzene and refluxed with Dean-Stark removal of the benzene-water azeotrope for 24 hours. The benzene was removed in vacuo, and the remaining oil redissolved in ethyl acetate. The organic layer was washed with 10% NaHCO3 and H2O. The organic layer was dried over MgSO4, and evaporated in vacuo to an oi... Starting materials: NC=1C=CC(=NC1)Cl (5-amino-2-chloropyridine), C(=O)O (formic acid). Product: ClC1=CC=C(C=N1)NC=O (N-(6-Chloro-pyridin-3-yl)-formamide). As a reaction SMILES: [NH2:1][C:2]1[CH:3]=[CH:4][C:5]([Cl:8])=[N:6][CH:7]=1.[CH:9](O)=[O:10]>>[Cl:8][C:5]1[N:6]=[CH:7][C:2]([NH:1][CH:9]=[O:10])=[CH:3][CH:4]=1. Procedure details: Was prepared according to Example 2 from 5-amino-2-chloropyridine and formic acid. Starting materials: Cl.CS(=O)(=O)N1CCN(CC1)CCOC1=CC=C2C(=C(C(C2=C1)=O)C=1C=NC=CC1)C1=CC=CC=C1 (6-[2-(4-(methylsulfonyl)piperazin-1-yl)ethoxy]-3-phenyl-2-(pyridin-3-yl)-1H-inden-1-one hydrochloride salt), O1CCN(CC1)CCOC1=CC=C2C(=C(C(C2=C1)=O)Br)C1=CC=CC=C1 (6-(2-morpholinoethoxy)-2-bromo-3-phenyl-1H-inden-1-one). Product: CS(=O)(=O)N1CCN(CC1)CCOC1=CC=C2C(=C(C(C2=C1)=O)C=1C=NC=CC1)C1=CC=CC=C1 (6-[2-(4-(Methylsulfonyl)piperazin-1-yl)ethoxy]-3-phenyl-2-(pyridin-3-yl)-1H-inden-1-one). Isolated yield 70.0%. Reaction SMILES: Cl.[CH3:2][S:3]([N:6]1[CH2:11][CH2:10][N:9]([CH2:12][CH2:13][O:14][C:15]2[CH:23]=[C:22]3[C:18]([C:19]([C:31]4[CH:36]=[CH:35][CH:34]=[CH:33][CH:32]=4)=[C:20]([C:25]4[CH:26]=[N:27][CH:28]=[CH:29][CH:30]=4)[C:21]3=[O:24])=[CH:17][CH:16]=2)[CH2:8][CH2:7]1)(=[O:5])=[O:4].O1CCN(CCOC2C=C3C(C(C4C=CC=CC=4)=C(Br)C3=O)=CC=2)CC1>>[CH3:2][S:3]([N:6]1[CH2:11][CH2:10][N:9]([CH2:12][CH2:13][O:14][C:15]2[CH:23]=[C:22]3[C:18]([C:19]([C:31]4[CH:36]=[CH:35][CH:34]=[CH:33][CH:32]=4)=[C:20]([C:25]4[CH:26]=[N:27][CH:28]=[CH:29][CH:30]=4)[C:21]3=[O:24])=[CH:17][CH:16]=2)[CH2:8][CH2:7]1)(=[O:4])=[O:5] |f:0.1|. Reported procedure: The procedure of Step 7 of Example 1 was repeated except for using 2-bromo-6-[2-(4-methylsulfonyl)piperazin-1-yl)ethoxy]-3-phenyl-1H-inden-1-one obtained in Step 1 as a starting material instead of 6-(2-morpholinoethoxy)-2-bromo-3-phenyl-1H-inden-1-one and being purified by silica gel column chromatography (acetone/hexanes=1:1) to obtain the title compound (70%). The product is CCOC(=O)C(N)(O[SiH](C)C)C(c1cccnc1Cl)C(C)(C)C. Reaction SMILES: [N:1](=[N+:2]=[N-:3])[C:4]([C:5](=[O:6])[O:7][CH2:8][CH3:9])([CH:10]([c:11]1[c:12]([Cl:17])[n:13][cH:14][cH:15][cH:16]1)[C:18]([CH3:19])([CH3:20])[CH3:21])[O:22][SiH:23]([CH3:24])[CH3:25].[O:45]1[CH2:46][CH2:47][CH2:48][CH2:49]1.[OH2:50].[c:26]1([P:27]([c:28]2[cH:29][cH:30][cH:31][cH:32][cH:33]2)[c:34]2[cH:35][cH:36][cH:37][cH:38][cH:39]2)[cH:40][cH:41][cH:42][cH:43][cH:44]1>>[NH2:1][C:4]([C:5](=[O:6])[O:7][CH2:8][CH3:9])([CH:10]([c:11]1[c:12]([Cl:17])[n:13][cH:14][cH:15][cH:16]1)[C:18]([CH3:19])([CH3:20])[CH3:21])[O:22][SiH:23]([CH3:24])[CH3:25]. The reactants are CCOC(=O)C(N=[N+]=[N-])(O[SiH](C)C)C(c1cccnc1Cl)C(C)(C)C, C1CCOC1, O, c1ccc(P(c2ccccc2)c2ccccc2)cc1. Reactants: CO, CCOC(=O)C1CC1c1c(-c2ccncc2)c(-c2ccc(F)cc2)nn1CCO, [Na+], [OH-], O. The product is O=C(O)C1CC1c1c(-c2ccncc2)c(-c2ccc(F)cc2)nn1CCO. As a reaction SMILES: [CH3:32][OH:33].[F:1][c:2]1[cH:3][cH:4][c:5](-[c:8]2[n:9][n:10]([CH2:27][CH2:28][OH:29])[c:11]([CH:19]3[CH:20]([C:22](=[O:23])[O:24][CH2:25][CH3:26])[CH2:21]3)[c:12]2-[c:13]2[cH:14][cH:15][n:16][cH:17][cH:18]2)[cH:6][cH:7]1.[Na+:31].[OH-:30].[OH2:34]>>[F:1][c:2]1[cH:3][cH:4][c:5](-[c:8]2[n:9][n:10]([CH2:27][CH2:28][OH:29])[c:11]([CH:19]3[CH:20]([C:22](=[O:23])[OH:24])[CH2:21]3)[c:12]2-[c:13]2[cH:14][cH:15][n:16][cH:17][cH:18]2)[cH:6][cH:7]1.